This data is from the Open Reaction Database (ORD), a public repository of structured organic reaction records. The task is: describe an organic reaction: reactants, conditions, products, and yield The reactants are C1(CCCCC1)C=1C=CC2=C(C(=C2)C(=O)O)C1 (5-cyclohexyl-1-benzocyclobutenecarboxylic acid), CO (methanol), O (water). The solvent is S(O)(O)(=O)=O (sulphuric acid). Yields the product COC(=O)C1=CC2=C1C=C(C=C2)C2CCCCC2 (5-cyclohexyl-1-benzocyclobutenecarboxylic acid methyl ester). Reaction SMILES: [CH:1]1([C:7]2[CH:8]=[CH:9][C:10]3[CH:13]=[C:12]([C:14]([OH:16])=[O:15])[C:11]=3[CH:17]=2)[CH2:6][CH2:5][CH2:4][CH2:3][CH2:2]1.O.[CH3:19]O>S(=O)(=O)(O)O>[CH3:19][O:15][C:14]([C:12]1[C:11]2[CH:17]=[C:7]([CH:1]3[CH2:2][CH2:3][CH2:4][CH2:5][CH2:6]3)[CH:8]=[CH:9][C:10]=2[CH:13]=1)=[O:16]. Procedure details: A solution of 15 g of 5-cyclohexyl-1-benzocyclobutenecarboxylic acid in 150 ml of absolute methanol and 1.5 ml of concentrated sulphuric acid is boiled for 14 hours under reflux whilst excluding water. The reaction mixture is evaporated in vacuo at 30° C to a volume of approx. 30 ml and the evaporation residue is partitioned between three times 200 ml of ether and twice 200 ml of ice water. The combined organic phases are successively washed with saturated sodium bicarbonate solution and water, ... Reactants: C1(=CC=CC=C1)N(C(=O)CC(=O)O)C1=CC=CC=C1 (N,N-diphenylcarbamoylacetic acid), NCCN1CCOCC1 (N-(2-aminoethyl)morpholine), C1(CCCCC1)N=C=NC1CCCCC1 (dicyclohexylcarbodiimide). Run in C(Cl)Cl (methylene chloride), C(Cl)Cl (CH2Cl2). The product is C1(=CC=CC=C1)N(C(CC(=O)NCCN1CCOCC1)=O)C1=CC=CC=C1 (N,N-diphenyl-N'-β-morpholinoethylmalonamide). Reaction SMILES: [C:1]1([N:7]([C:14]2[CH:19]=[CH:18][CH:17]=[CH:16][CH:15]=2)[C:8]([CH2:10][C:11]([OH:13])=O)=[O:9])[CH:6]=[CH:5][CH:4]=[CH:3][CH:2]=1.[NH2:20][CH2:21][CH2:22][N:23]1[CH2:28][CH2:27][O:26][CH2:25][CH2:24]1.C1(N=C=NC2CCCCC2)CCCCC1>C(Cl)Cl>[C:14]1([N:7]([C:1]2[CH:2]=[CH:3][CH:4]=[CH:5][CH:6]=2)[C:8](=[O:9])[CH2:10][C:11]([NH:20][CH2:21][CH2:22][N:23]2[CH2:28][CH2:27][O:26][CH2:25][CH2:24]2)=[O:13])[CH:19]=[CH:18][CH:17]=[CH:16][CH:15]=1. Procedure: A solution of 13 g (0.05 mol) of N,N-diphenylcarbamoylacetic acid and 7.1 g (0.055 mol) of N-(2-aminoethyl)morpholine in 120 ml of methylene chloride is refluxed with agitation. A solution of 11 g (0.055 mol) of dicyclohexylcarbodiimide in 30 ml of CH2Cl2 is slowly added and the mixture is maintained under reflux for 3 hours. The reactants are [Al+3], CC1(c2cccc(C#N)c2)OCCO1, CCOC(C)=O, [H-], [H-], [H-], [H-], [Li+], C1CCOC1. Yields the product CC1(c2cccc(CN)c2)OCCO1. RXN SMILES: [Al+3:16].[CH3:1][C:2]1([c:7]2[cH:8][c:9]([C:10]#[N:11])[cH:12][cH:13][cH:14]2)[O:3][CH2:4][CH2:5][O:6]1.[CH3:21][CH2:22][O:23][C:24](=[O:25])[CH3:26].[H-:15].[H-:18].[H-:19].[H-:20].[Li+:17].[O:27]1[CH2:28][CH2:29][CH2:30][CH2:31]1>>[CH3:1][C:2]1([c:7]2[cH:8][c:9]([CH2:10][NH2:11])[cH:12][cH:13][cH:14]2)[O:3][CH2:4][CH2:5][O:6]1. Starting materials: benzyl ester, CO (methanol), C(C)(C)OC(C)C (isopropyl ether), O (water), C1(=CC=C(C=C1)S(=O)(=O)O)C (p-toluenesulfonic acid). Yields the product CC(CCC(CC(=O)OCC1=CC=CC=C1)O)C (benzyl 6-methyl-3-hydroxyheptanoate). As a reaction SMILES: [C:1]1([CH3:11])[CH:6]=[CH:5][C:4](S(O)(=O)=O)=[CH:3][CH:2]=1.C([O:15][CH:16]([CH3:18])[CH3:17])(C)C.[OH2:19].[CH3:20][OH:21]>>[CH3:2][CH:1]([CH3:11])[CH2:6][CH2:18][CH:16]([OH:15])[CH2:17][C:20]([O:21][CH2:11][C:1]1[CH:6]=[CH:5][CH:4]=[CH:3][CH:2]=1)=[O:19]. Procedure: To a solution of the benzyl ester (3.11 g) obtained in Synthesis Example 80 in methanol (70 ml) was added p-toluenesulfonic acid (0.35 g) and the mixture was heated under reflux for one hour. After cooling to room temperature, isopropyl ether and water were added thereto. The organic layer was separated and the aqueous layer was extracted with isopropyl ether. The extract was combined with the organic layer and washed with water, a saturated aqueous sodium hydrogencarbonate solution and a satura... Starting materials: BrC(CC(=O)O)C(C1=CC(=CC=C1)[N+](=O)[O-])=O (3-bromo-3-(m-nitrobenzoyl)propionic acid), CN1CNC(NC1)=S (5-methyl-3,4,5,6-tetrahydro-s-triazine-2(1H)thione). The solvent is CO (methanol), solvent. The product is C[O-].Br.C(=O)(O)CC1C(N2C(=NCN(C2)C)S1)(C1=CC(=CC=C1)[N+](=O)[O-])O (7-carboxymethyl-6-hydroxy-3-methyl-6-(m-nitrophenyl)-3,4,6,7-tetrahydro-2H-thiazolo[3,2-a]-s-triazine hydrobromide methanolate). Isolated yield 134.6%. RXN SMILES: [Br:1][CH:2]([C:7](=[O:17])[C:8]1[CH:13]=[CH:12][CH:11]=[C:10]([N+:14]([O-:16])=[O:15])[CH:9]=1)[CH2:3][C:4]([OH:6])=[O:5].[CH3:18][N:19]1[CH2:24][NH:23][C:22](=[S:25])[NH:21][CH2:20]1>CO>[CH3:4][O-:5].[BrH:1].[C:4]([CH2:3][CH:2]1[S:25][C:22]2=[N:21][CH2:20][N:19]([CH3:18])[CH2:24][N:23]2[C:7]1([OH:17])[C:8]1[CH:13]=[CH:12][CH:11]=[C:10]([N+:14]([O-:16])=[O:15])[CH:9]=1)([OH:6])=[O:5] |f:3.4.5|. Reported procedure: A solution of 3-bromo-3-(m-nitrobenzoyl)propionic acid (7.55 g, 0.024 mole) in methanol (50 ml) was mixed with a solution of 5-methyl-3,4,5,6-tetrahydro-s-triazine-2(1H)thione (3.27 g, 0.025 mole) in the same solvent (170 ml). After 3 hours at room temperature the solvent was evaporated to small volume when a colourless solid crystallised, which was collected to give 7-carboxymethyl-6-hydroxy-3-methyl-6-(m-nitrophenyl)-3,4,6,7-tetrahydro-2H-thiazolo[3,2-a]-s-triazine hydrobromide methanolate (7.... The reactants are CCOC(=O)C(=O)OCC, CCOC(=O)CCCCc1ccc(OC)cc1. Yields the product CCOC(=O)C(=O)C(CCCc1ccc(OC)cc1)C(=O)OCC. Reaction SMILES: [C:18]([C:19](=[O:20])[O:21][CH2:22][CH3:23])(=[O:24])[O:25][CH2:26][CH3:27].[CH2:1]([CH3:2])[O:3][C:4]([CH2:5][CH2:6][CH2:7][CH2:8][c:9]1[cH:10][cH:11][c:12]([O:15][CH3:16])[cH:13][cH:14]1)=[O:17]>>[CH2:1]([CH3:2])[O:3][C:4]([CH:5]([CH2:6][CH2:7][CH2:8][c:9]1[cH:10][cH:11][c:12]([O:15][CH3:16])[cH:13][cH:14]1)[C:18]([C:19](=[O:20])[O:21][CH2:22][CH3:23])=[O:24])=[O:17]. The reactants are [H-].[Na+] (sodium hydride), COC1=CC=C2C=3C(CCCC3NC2=C1)=O (7-methoxy-1,2,3,9-tetrahydro-4H-carbazol-4-one), C(C1=CC=CC=C1)Br (benzyl bromide). The solvent is CN(C)C=O (DMF). Conditions: time 30 minute. Product: C(C1=CC=CC=C1)N1C2=CC(=CC=C2C=2C(CCCC12)=O)OC (9-Benzyl-7-methoxy-1,2,3,9-tetrahydro-4H-carbazol-4-one). Isolated yield 54.6%. Reaction SMILES: [H-].[Na+].[CH3:3][O:4][C:5]1[CH:17]=[C:16]2[C:8]([C:9]3[C:10](=[O:18])[CH2:11][CH2:12][CH2:13][C:14]=3[NH:15]2)=[CH:7][CH:6]=1.[CH2:19](Br)[C:20]1[CH:25]=[CH:24][CH:23]=[CH:22][CH:21]=1>CN(C=O)C>[CH2:19]([N:15]1[C:14]2[CH2:13][CH2:12][CH2:11][C:10](=[O:18])[C:9]=2[C:8]2[C:16]1=[CH:17][C:5]([O:4][CH3:3])=[CH:6][CH:7]=2)[C:20]1[CH:25]=[CH:24][CH:23]=[CH:22][CH:21]=1 |f:0.1|. Procedure: To a slurry of sodium hydride (0.26 g, 11 mmol) in dry DMF (50 mL) is added 7-methoxy-1,2,3,9-tetrahydro-4H-carbazol-4-one (2.2 g, 10.2 mmol). The mixture is stirred at room temperature for 30 min. To this is added benzyl bromide (1.3 mL, 11 mmol). The mixture is stirred at room temperature overnight. The mixture is partitioned between water and Et2O. The layers are separated and the organic layer washed twice with water (200 mL). The organic layer is dried over anhydrous sodium sulfate, filtere...